From a dataset of the Open Reaction Database (ORD), a public repository of structured organic reaction records. describe an organic reaction: reactants, conditions, products, and yield Starting materials: FC(C1=CC=C(C=N1)[C@H](CO)O)(F)F ((R)-1-(6-(trifluoromethyl)pyridin-3-yl)ethane-1,2-diol), N1=CC=CC=C1 (pyridine), C1(=CC=C(C=C1)S(=O)(=O)Cl)C (p-toluenesulfonyl chloride). Solvent: C(Cl)Cl (CH2Cl2), C(Cl)Cl (CH2Cl2). Reaction conditions: time 40 hour. Product: CC1=CC=C(C=C1)S(=O)(=O)OC[C@@H](C=1C=NC(=CC1)C(F)(F)F)O ((R)-2-Hydroxy-2-(6-(trifluoromethyl)pyridin-3-yl)ethyl 4-methylbenzenesulfonate). RXN SMILES: [F:1][C:2]([F:14])([F:13])[C:3]1[N:8]=[CH:7][C:6]([C@@H:9]([OH:12])[CH2:10][OH:11])=[CH:5][CH:4]=1.N1C=CC=CC=1.[C:21]1([CH3:31])[CH:26]=[CH:25][C:24]([S:27](Cl)(=[O:29])=[O:28])=[CH:23][CH:22]=1>C(Cl)Cl>[CH3:31][C:21]1[CH:26]=[CH:25][C:24]([S:27]([O:11][CH2:10][C@H:9]([OH:12])[C:6]2[CH:7]=[N:8][C:3]([C:2]([F:13])([F:1])[F:14])=[CH:4][CH:5]=2)(=[O:29])=[O:28])=[CH:23][CH:22]=1. Procedure details: To a stirred solution of (R)-1-(6-(trifluoromethyl)pyridin-3-yl)ethane-1,2-diol (6.4 g, 31 mmol) and pyridine (20 mL) in CH2Cl2 (200 mL) at 0° C. was added p-toluenesulfonyl chloride (7.0 g, 37 mmol) in small portions. The mixture was slowly warmed to rt and stirred for 40 hours, and then diluted with CH2Cl2 (100 mL). The organic phase was washed with aq. NaHCO3, brine, and dried (Na2SO4), and concentrated to yield the crude title compound. Reactants: CC(Br)C#Cc1cccc(Oc2ccc(F)cc2)c1, NO, O. The product is CC(C#Cc1cccc(Oc2ccc(F)cc2)c1)NO. As a reaction SMILES: [Br:1][CH:2]([CH3:3])[C:4]#[C:5][c:6]1[cH:7][c:8]([O:12][c:13]2[cH:14][cH:15][c:16]([F:19])[cH:17][cH:18]2)[cH:9][cH:10][cH:11]1.[NH2:20][OH:21].[OH2:22]>>[CH:2]([CH3:3])([C:4]#[C:5][c:6]1[cH:7][c:8]([O:12][c:13]2[cH:14][cH:15][c:16]([F:19])[cH:17][cH:18]2)[cH:9][cH:10][cH:11]1)[NH:20][OH:21]. Starting materials: CN(C(COC1=CC=C(C(=O)OC)C=C1)=O)C (Methyl 4-{[2-(dimethylamino)-2-oxoethyl]oxy}benzoate), S(=O)(=O)([O-])[O-].[Na+].[Na+] (sodium sulfate), [H][H] (hydrogen), solution, [H-].[H-].[H-].[H-].[Li+].[Al+3] (LiAlH4), Intermediate 19. Solvent: C(C)OCC (diethyl ether), C1CCOC1 (THF). Conditions: time 4 hour. The product is CN(CCOC1=CC=C(C=C1)CO)C ((4-{[2-(Dimethylamino)ethyl]oxy}phenyl)methanol). Yield: 100.0%. As a reaction SMILES: [CH3:1][N:2]([CH3:17])[C:3](=O)[CH2:4][O:5][C:6]1[CH:15]=[CH:14][C:9]([C:10](OC)=[O:11])=[CH:8][CH:7]=1.[H-].[H-].[H-].[H-].[Li+].[Al+3].S([O-])([O-])(=O)=O.[Na+].[Na+].[H][H]>C1COCC1.C(OCC)C>[CH3:1][N:2]([CH3:17])[CH2:3][CH2:4][O:5][C:6]1[CH:7]=[CH:8][C:9]([CH2:10][OH:11])=[CH:14][CH:15]=1 |f:1.2.3.4.5.6,7.8.9|. Procedure details: Methyl 4-{[2-(dimethylamino)-2-oxoethyl]oxy}benzoate (for a preparation see Intermediate 19) (1.61 g, 6.79 mmol) in THF (40 mL) was cooled in ice and then treated with a 1M solution of LiAlH4 in diethyl ether (6.8 ml) and the mixture was stirred under nitrogen for 4 h. The reaction mixture was cautiously treated with saturated aq. sodium sulfate solution until the hydrogen evolution ceased. The mixture was then stirred under nitrogen for 1 h and filtered. The solid was washed with diethyl ether ... The reactants are [OH-].[Na+] (sodium hydroxide), BrC(CO)C(O)C1=CSC=C1 ((2RS,3SR)-2-bromo-3-(thiophen-3-yl)-propane-1,3-diol). The solvent is O (water), C(C)O (ethanol). Reaction conditions: time 40 minute. The product is O1C(CO)C1C1=CSC=C1 ((2RS,3SR)-2,3-Epoxy-3-(thiophen-3-yl)-propanol). Reaction SMILES: [OH-].[Na+].Br[CH:4]([CH:7]([C:9]1[CH:13]=[CH:12][S:11][CH:10]=1)[OH:8])[CH2:5][OH:6]>O.C(O)C>[O:8]1[CH:7]([C:9]2[CH:13]=[CH:12][S:11][CH:10]=2)[CH:4]1[CH2:5][OH:6] |f:0.1|. Procedure details: 0.8 g of sodium hydroxide in 15 ml of water is added to a solution of 2.4 g of (2RS,3SR)-2-bromo-3-(thiophen-3-yl)-propane-1,3-diol in 25 ml of ethanol. The reaction mixture is stirred for 40 minutes at room temperature, the ethanol is evaporated off in vacuo and the residue is diluted with 400 ml of water. Extraction is carried out with dichloromethane (3×100 ml), the extracts are dried over sodium sulfate and the solvent is evaporated off. The residue is chromatographed on silica gel with dich...